From a dataset of the Open Reaction Database (ORD), a public repository of structured organic reaction records. describe an organic reaction: reactants, conditions, products, and yield Reactants: C(C)OC(CCC1=C(C=C(C=C1)OCCC=1N=C(OC1C)C1=CC=CC=C1)O)=O (3-{2-Hydroxy-4-[2-(5-methyl-2-phenyl-oxazol-4-yl)-ethoxy]-phenyl}-propionic acid ethyl ester), [Li+].[OH-] (LiOH). The solvent is O1CCCC1 (tetrahydrofuran). Run at time 18 hour. Product: CC1=C(N=C(O1)C1=CC=CC=C1)CCOC1=CC(=C(C=C1)CCC(=O)O)O (3-[4-[2-(5-Methyl-2-phenyl-oxazol-4-yl)-ethoxy]-2-(hydroxy)-phenyl]-propionic Acid). The yield is 49.2%. As a reaction SMILES: C([O:3][C:4](=[O:29])[CH2:5][CH2:6][C:7]1[CH:12]=[CH:11][C:10]([O:13][CH2:14][CH2:15][C:16]2[N:17]=[C:18]([C:22]3[CH:27]=[CH:26][CH:25]=[CH:24][CH:23]=3)[O:19][C:20]=2[CH3:21])=[CH:9][C:8]=1[OH:28])C.[Li+].[OH-]>O1CCCC1>[CH3:21][C:20]1[O:19][C:18]([C:22]2[CH:27]=[CH:26][CH:25]=[CH:24][CH:23]=2)=[N:17][C:16]=1[CH2:15][CH2:14][O:13][C:10]1[CH:11]=[CH:12][C:7]([CH2:6][CH2:5][C:4]([OH:29])=[O:3])=[C:8]([OH:28])[CH:9]=1 |f:1.2|. Procedure: 3-{2-Hydroxy-4-[2-(5-methyl-2-phenyl-oxazol-4-yl)-ethoxy]-phenyl}-propionic acid ethyl ester (60 mg, 0.15 mmol) was dissolved in tetrahydrofuran (5 mL) and treated with LiOH (1 mL, 1M). After stirring 18 hours at ambient temperature, the reaction was evaporated and partitioned between NH4Cl (sat.) and ethyl acetate. Extraction with ethyl acetate, followed by drying over anhydrous Na2SO4, and evaporation of solvent provided 27.1 mg of the title compound. MS m/z 368 (M+H)+.